This data is from the Open Reaction Database (ORD), a public repository of structured organic reaction records. The task is: describe an organic reaction: reactants, conditions, products, and yield Reactants: C(C=1C(C(=O)O)=CC=CC1)(=O)O (phthalic acid), [Cu] (copper), [Cu] (Copper), graphite. Reagents/catalysts: O.[Cl-].C(C)[N+](CC)(CC)CC (tetraethylammonium chloride hydrate). Solvent: C(C)O (ethanol). Product: C(C=1C(C(=O)[O-])=CC=CC1)(=O)[O-].[Cu+2] (copper phthalate). Isolated yield 25.2%. RXN SMILES: [C:1]([OH:12])(=[O:11])[C:2]1[C:3](=[CH:7][CH:8]=[CH:9][CH:10]=1)[C:4]([OH:6])=[O:5].[Cu:13]>O.[Cl-].C([N+](CC)(CC)CC)C.C(O)C>[C:1]([O-:12])(=[O:11])[C:2]1[C:3](=[CH:7][CH:8]=[CH:9][CH:10]=1)[C:4]([O-:6])=[O:5].[Cu+2:13] |f:2.3.4,6.7|. Procedure details: To a reaction flask was charged 19.93 g (0.120 mole) of phthalic acid, 100 g of ethanol and 0.50 g of tetraethylammonium chloride hydrate. Copper foil was used as the anode and a graphite rod as the cathode. After passing 9,964 coulombs of electricity, 3.0 g (0.047 mole) of copper was consumed. The solvent was stripped off at reduced pressure to give a blue solid of copper phthalate containing 25.25% copper. Reactants: FC1(CCC(CC1)C1=C(C(=NC=2CC(C[C@@H](C12)O)(C)C)C1CCN(CC1)C1=NC=C(C=N1)OC[C@@H](CO)O)[C@H](C1=CC=C(C=C1)C(F)(F)F)F)F ((5S)-4-(4,4-Difluorocyclohexyl)-2-[1-(5-{[(2R)-2,3-dihydroxypropyl]oxy}pyrimidin-2-yl)piperidin-4-yl]-3-{(S)-fluoro[4-(trifluoromethyl)phenyl]methyl}-7,7-dimethyl-5,6,7,8-tetrahydroquinolin-5-ol), Br (hydrobromic acid), CC(=O)C (acetone). Solvent: COC(C)(C)C (tert-butyl methyl ether). The product is Br.Br.FC1(CCC(CC1)C1=C(C(=NC=2CC(C[C@@H](C12)O)(C)C)C1CCN(CC1)C1=NC=C(C=N1)OC[C@@H](CO)O)[C@H](C1=CC=C(C=C1)C(F)(F)F)F)F ((5S)-4-(4,4-Difluorocyclohexyl)-2-[1-(5-{[(2R)-2,3-dihydroxypropyl]oxy}pyrimidin-2-yl)piperidin-4-yl]-3-{(S)-fluoro[4-(trifluoromethyl)phenyl]methyl}-7,7-dimethyl-5,6,7,8-tetrahydroquinolin-5-ol dihydrobromide), powder. Yield: 60.0%. RXN SMILES: [BrH:1].CC(C)=O.[F:6][C:7]1([F:56])[CH2:12][CH2:11][CH:10]([C:13]2[C:22]3[C@@H:21]([OH:23])[CH2:20][C:19]([CH3:25])([CH3:24])[CH2:18][C:17]=3[N:16]=[C:15]([CH:26]3[CH2:31][CH2:30][N:29]([C:32]4[N:37]=[CH:36][C:35]([O:38][CH2:39][C@H:40]([OH:43])[CH2:41][OH:42])=[CH:34][N:33]=4)[CH2:28][CH2:27]3)[C:14]=2[C@@H:44]([F:55])[C:45]2[CH:50]=[CH:49][C:48]([C:51]([F:54])([F:53])[F:52])=[CH:47][CH:46]=2)[CH2:9][CH2:8]1>COC(C)(C)C>[BrH:1].[BrH:1].[F:56][C:7]1([F:6])[CH2:8][CH2:9][CH:10]([C:13]2[C:22]3[C@@H:21]([OH:23])[CH2:20][C:19]([CH3:24])([CH3:25])[CH2:18][C:17]=3[N:16]=[C:15]([CH:26]3[CH2:31][CH2:30][N:29]([C:32]4[N:37]=[CH:36][C:35]([O:38][CH2:39][C@H:40]([OH:43])[CH2:41][OH:42])=[CH:34][N:33]=4)[CH2:28][CH2:27]3)[C:14]=2[C@@H:44]([F:55])[C:45]2[CH:50]=[CH:49][C:48]([C:51]([F:52])([F:54])[F:53])=[CH:47][CH:46]=2)[CH2:11][CH2:12]1 |f:4.5.6|. Procedure details: Reactions similar to those of Example 13 were performed except for using 17.3 μl (152 μmol) of 47% hydrobromic acid instead of 35% hydrochloric acid and using 0.50 ml of a 1:1 mixed solvent of acetone and tert-butyl methyl ether instead of acetone, and from 49.5 mg (68.5 μmol) of (5S)-4-(4,4-Difluorocyclohexyl)-2-[1-(5-{[(2R)-2,3-dihydroxypropyl]oxy}pyrimidin-2-yl)piperidin-4-yl]-3-{(S)-fluoro[4-(trifluoromethyl)phenyl]methyl}-7,7-dimethyl-5,6,7,8-tetrahydroquinolin-5-ol, which was prepared by a... The reactants are C(C1=CC=CC=C1)N1N=CC(=C1)C1=CC=CC=2N1N=C(N2)NC2=CC=C(C=C2)OCCN2CCCC2 ([5-(1-Benzyl-1H-pyrazol-4-yl)-[1,2,4]triazolo[1,5-a]pyridin-2-yl]-[4-(2-pyrrolidin-1-yl-ethoxy)-phenyl]-amine), Cl (HCl). Reagents/catalysts: [OH-].[Pd+2].[OH-] (palladium hydroxide). The solvent is CO (methanol). Run at temperature 50 celsius, time 18 hour. Product: N1N=CC(=C1)C1=CC=CC=2N1N=C(N2)NC2=CC=C(C=C2)OCCN2CCCC2 ([5-(1H-Pyrazol-4-yl)-[1,2,4]triazolo[1,5-a]pyridin-2-yl]-[4-(2-pyrrolidin-1-yl-ethoxy)-phenyl]-amine). Reaction SMILES: C([N:8]1[CH:12]=[C:11]([C:13]2[N:18]3[N:19]=[C:20]([NH:22][C:23]4[CH:28]=[CH:27][C:26]([O:29][CH2:30][CH2:31][N:32]5[CH2:36][CH2:35][CH2:34][CH2:33]5)=[CH:25][CH:24]=4)[N:21]=[C:17]3[CH:16]=[CH:15][CH:14]=2)[CH:10]=[N:9]1)C1C=CC=CC=1.Cl>CO.[OH-].[Pd+2].[OH-]>[NH:9]1[CH:10]=[C:11]([C:13]2[N:18]3[N:19]=[C:20]([NH:22][C:23]4[CH:24]=[CH:25][C:26]([O:29][CH2:30][CH2:31][N:32]5[CH2:36][CH2:35][CH2:34][CH2:33]5)=[CH:27][CH:28]=4)[N:21]=[C:17]3[CH:16]=[CH:15][CH:14]=2)[CH:12]=[N:8]1 |f:3.4.5|. Procedure: [5-(1-Benzyl-1H-pyrazol-4-yl)-[1,2,4]triazolo[1,5-a]pyridin-2-yl]-[4-(2-pyrrolidin-1-yl-ethoxy)-phenyl]-amine (1.66 g, 3.46 mmol) and palladium hydroxide (1.6 g) were suspended in methanol (50 mL) and conc. HCl (1 mL) added. The suspension was then stirred under an atmosphere of hydrogen at 50° C. for 18 hours after which the catalyst was removed by filtration and the filtrate concentrated in vacuo. Sodium carbonate (50% sat.) was added, and the precipitate, a pale brown solid, collected by filt... As a reaction SMILES: Cl[C@H:2]1[C@@H:5]([C@@H:6]2[CH2:10][O:9][C:8]([CH3:12])([CH3:11])[O:7]2)[N:4]([CH2:13][C:14]2[CH:19]=[CH:18][C:17]([O:20][CH3:21])=[CH:16][C:15]=2[O:22][CH3:23])[C:3]1=[O:24].[OH-].[K+]>CO.[Pd]>[CH3:23][O:22][C:15]1[CH:16]=[C:17]([O:20][CH3:21])[CH:18]=[CH:19][C:14]=1[CH2:13][N:4]1[C@H:5]([C@@H:6]2[CH2:10][O:9][C:8]([CH3:12])([CH3:11])[O:7]2)[CH2:2][C:3]1=[O:24] |f:1.2|. Procedure details: A solution of 4.26 g (12.0 mmol) of (3S,4R)-3-chloro-1-(2,4-dimethoxybenzyl)-4-[(R)-2,2-dimethyl-1,3-dioxolan-4-yl]-2-azetidinone and 3 g (53 mmol) of potassium hydroxide in 50 ml of methanol is hydrogenated in the presence of 400 mg of 5 percent palladium/carbon for 1 hour at normal pressure. The catalyst is filtered off, the filtrate is diluted with ethyl acetate and washed with 1M phosphate buffer (pH 7) and saturated sodium chloride solution. The organic phase is dried over sodium sulphate a... Solvent: CO (methanol). Reagents/catalysts: [Pd] (palladium/carbon). Yields the product COC1=C(CN2C(C[C@H]2[C@H]2OC(OC2)(C)C)=O)C=CC(=C1)OC ((S)-1-(2,4-dimethoxybenzyl)-4-[(R)-2,2-dimethyl-1,3-dioxolan-4-yl]-2-azetidinone). Reactants: Cl[C@@H]1C(N([C@@H]1[C@H]1OC(OC1)(C)C)CC1=C(C=C(C=C1)OC)OC)=O ((3S,4R)-3-chloro-1-(2,4-dimethoxybenzyl)-4-[(R)-2,2-dimethyl-1,3-dioxolan-4-yl]-2-azetidinone), [OH-].[K+] (potassium hydroxide).